From a dataset of the Open Reaction Database (ORD), a public repository of structured organic reaction records. describe an organic reaction: reactants, conditions, products, and yield The reactants are C(#N)CCC(C(=O)OC)C1=CC=CC=C1 (Methyl (RS)-4-cyano-2-phenylbutanoate), C(CCC)[Sn](CCCC)(CCCC)N=[N+]=[N-] (tri-n-butyltin azide), Cl (hydrogen chloride). Solvent: CO (methanol). Run at temperature 160 celsius, time 18 hour. Yields the product C1(=CC=CC=C1)C(C(=O)OC)CCC1=NN=NN1 (Methyl (RS)-2-phenyl-4-(1H-tetrazol-5-yl)butanoate). Isolated yield 61.0%. As a reaction SMILES: [C:1]([CH2:3][CH2:4][CH:5]([C:10]1[CH:15]=[CH:14][CH:13]=[CH:12][CH:11]=1)[C:6]([O:8][CH3:9])=[O:7])#[N:2].C([Sn]([N:29]=[N+:30]=[N-:31])(CCCC)CCCC)CCC.Cl>CO>[C:10]1([CH:5]([CH2:4][CH2:3][C:1]2[NH:31][N:30]=[N:29][N:2]=2)[C:6]([O:8][CH3:9])=[O:7])[CH:11]=[CH:12][CH:13]=[CH:14][CH:15]=1. Procedure: Methyl (RS)-4-cyano-2-phenylbutanoate (see Preparation 21) (1.8 g) and tri-n-butyltin azide (3.23 g were mixed and heated at 160° C. for 3 hours, dissolved in methanol (100 ml), treated by the addition of hydrogen chloride gas for 10 minutes and left for 18 hours. Evaporation gave a residue which was triturated three times with diisopropyl ether then partitioned between 10% aqueous sodium carbonate and ethyl acetate. The aqueous later was acidifed with 2 M hydrochloric acid and extracted with et... Starting materials: O[C@H]1[C@@H](CCCC1)NC(=O)C1=NC(=C(N=C1)Br)C1=CC=C(C=C1)Cl (5-bromo-6-(4-chloro-phenyl)-pyrazine-2-carboxylic acid ((1R,2R)-2-hydroxy-cyclohexyl)-amide), C1(CCCC1)CO (cyclopentylmethanol). Yields the product O[C@H]1[C@@H](CCCC1)NC(=O)C1=NC(=C(N=C1)OCC1CCCC1)C1=CC=C(C=C1)Cl (6-(4-Chloro-phenyl)-5-cyclopentylmethoxy-pyrazine-2-carboxylic acid ((1R,2R)-2-hydroxy-cyclohexyl)-amide). Reaction SMILES: [OH:1][C@@H:2]1[CH2:7][CH2:6][CH2:5][CH2:4][C@H:3]1[NH:8][C:9]([C:11]1[CH:16]=[N:15][C:14](Br)=[C:13]([C:18]2[CH:23]=[CH:22][C:21]([Cl:24])=[CH:20][CH:19]=2)[N:12]=1)=[O:10].[CH:25]1([CH2:30][OH:31])[CH2:29][CH2:28][CH2:27][CH2:26]1>>[OH:1][C@@H:2]1[CH2:7][CH2:6][CH2:5][CH2:4][C@H:3]1[NH:8][C:9]([C:11]1[CH:16]=[N:15][C:14]([O:31][CH2:30][CH:25]2[CH2:29][CH2:28][CH2:27][CH2:26]2)=[C:13]([C:18]2[CH:23]=[CH:22][C:21]([Cl:24])=[CH:20][CH:19]=2)[N:12]=1)=[O:10]. Procedure details: The title compound was prepared in analogy to example 26 starting from 5-bromo-6-(4-chloro-phenyl)-pyrazine-2-carboxylic acid ((1R,2R)-2-hydroxy-cyclohexyl)-amide and replacing ethylenglycolmonomethylether by cyclopentylmethanol. MS (ISP) (M+H+)=430.1. The reactants are C1(=CC=CC=C1)O (phenol), C[O-].[Na+] (sodium methylate), ClC1=NC(=NC(=C1)C)C1=CC=C(C=C1)C (4-chloro-6-methyl-2-p-tolylpyrimidine). Run at temperature 160 celsius, time 3 hour. The product is CC1=NC(=NC(=C1)OC1=CC=CC=C1)C1=CC=C(C=C1)C (4-methyl-6-phenoxy-2-p-tolylpyrimidine). Isolated yield 86.7%. RXN SMILES: [C:1]1([OH:7])[CH:6]=[CH:5][CH:4]=[CH:3][CH:2]=1.C[O-].[Na+].Cl[C:12]1[CH:17]=[C:16]([CH3:18])[N:15]=[C:14]([C:19]2[CH:24]=[CH:23][C:22]([CH3:25])=[CH:21][CH:20]=2)[N:13]=1>>[CH3:18][C:16]1[CH:17]=[C:12]([O:7][C:1]2[CH:6]=[CH:5][CH:4]=[CH:3][CH:2]=2)[N:13]=[C:14]([C:19]2[CH:24]=[CH:23][C:22]([CH3:25])=[CH:21][CH:20]=2)[N:15]=1 |f:1.2|. Reported procedure: A mixture of 250 g of phenol and 29.7 g of sodium methylate is heated to an interval temperature of 160° C. while simultaneously distilling off methanol. The melt obtained is cooled to 120° C., then 109 g of 4-chloro-6-methyl-2-p-tolylpyrimidine are added and the mixture is stirred for 3 hours at 120° C. After cooling, excess phenol is removed with steam, and the residue is filtered with suction, washed with water and dried. Recrystallisation from methanol yields 119.4 g (86.5% of theory) of 4-m... Reactants: O=C1N(C(C2=CC=CC=C12)=O)CCN1C(C(=C(C2=NC=C(C=C12)CC1=CC=C(C=C1)F)O)C(=O)OCC)=O (ethyl 1-[2-(1,3-dioxo-1,3-dihydro-2H-isoindol-2-yl)ethyl]-7-[(4-fluorophenyl)methyl]-4-hydroxy-2-oxo-1,2-dihydro-1,5-naphthyridine-3-carboxylate), NCCCN1C(CCC1)=O (1-(3-aminopropyl)-2-pyrrolidinone), OS(=O)(=O)[O-].[Na+] (NaHSO4), amine. The solvent is CCO (EtOH). Product: FC1=CC=C(C=C1)CC1=CN=C2C(=C(C(N(C2=C1)CCNC(=O)C=1C(=CC=CC1)C(=O)NCCCN1C(CCC1)=O)=O)C(=O)NCCCN1C(CCC1)=O)O (N-{2-[7-[(4-Fluorophenyl)methyl]-4-hydroxy-2-oxo-3-({[3-(2-oxo-1-pyrrolidinyl)propyl]amino}carbonyl)-1,5-naphthyridine-1(2H)-yl]ethyl}-N′-[3-(2-oxo-1-pyrrolidinyl)propyl]-1,2-benzenedicarboxamide). RXN SMILES: [O:1]=[C:2]1[C:10]2[C:5](=[CH:6][CH:7]=[CH:8][CH:9]=2)[C:4](=[O:11])[N:3]1[CH2:12][CH2:13][N:14]1[C:23]2[C:18](=[N:19][CH:20]=[C:21]([CH2:24][C:25]3[CH:30]=[CH:29][C:28]([F:31])=[CH:27][CH:26]=3)[CH:22]=2)[C:17]([OH:32])=[C:16]([C:33](OCC)=[O:34])[C:15]1=[O:38].[NH2:39][CH2:40][CH2:41][CH2:42][N:43]1[CH2:47][CH2:46][CH2:45][C:44]1=[O:48].OS([O-])(=O)=O.[Na+]>CCO>[F:31][C:28]1[CH:27]=[CH:26][C:25]([CH2:24][C:21]2[CH:22]=[C:23]3[C:18]([C:17]([OH:32])=[C:16]([C:33]([NH:39][CH2:40][CH2:41][CH2:42][N:43]4[CH2:47][CH2:46][CH2:45][C:44]4=[O:48])=[O:34])[C:15](=[O:38])[N:14]3[CH2:13][CH2:12][NH:3][C:2]([C:10]3[C:5]([C:4]([NH:39][CH2:40][CH2:41][CH2:42][N:43]4[CH2:47][CH2:46][CH2:45][C:44]4=[O:48])=[O:11])=[CH:6][CH:7]=[CH:8][CH:9]=3)=[O:1])=[N:19][CH:20]=2)=[CH:30][CH:29]=1 |f:2.3|. Reported procedure: A solution of ethyl 1-[2-(1,3-dioxo-1,3-dihydro-2H-isoindol-2-yl)ethyl]-7-[(4-fluorophenyl)methyl]-4-hydroxy-2-oxo-1,2-dihydro-1,5-naphthyridine-3-carboxylate (0.025 g, 0.049 mmol) in EtOH (1 mL) under nitrogen was treated with 1-(3-aminopropyl)-2-pyrrolidinone (0.0085 mL, 0.061 mmol) for 30 min. 150° C. The reaction was further microwaved for 30 min.@150° C. after the addition of an additional equivalent (0.0085 mL) of the amine, cooled to ambient temperature, and treated with 1N NaHSO4. The re... Yields the product IC1=CC(=NC=N1)NC1=CC2=C(N(C(=N2)C)C)C(=C1)C ((6-iodo-pyrimidin-4-yl)-(1,2,7-trimethyl-1H-benzimidazol-5-yl)-amine). Starting materials: Cl.CN1C(=NC2=C1C(=CC(=C2)N)C)C (1,2,7-trimethyl-1H-benzimidazol-5-ylamine hydrochloride), IC1=NC=NC(=C1)I (4,6-diiodopyrimidine), TEA. Procedure: 150 mg (0.700 mmol) 1,2,7-trimethyl-1H-benzimidazol-5-ylamine hydrochloride, 260 mg (0.800 mmol) 4,6-diiodopyrimidine, 0.300 mL (2.00 mmol) TEA and 5.0 mL 1-butanol were combined and stirred for 1 h at RT. The reaction mixture was evaporated down and the residue was extracted with DCM and 1N aqueous sodium hydroxide solution. The organic phase was dried on sodium sulphate, filtered and evaporated down. As a reaction SMILES: Cl.[CH3:2][N:3]1[C:7]2[C:8]([CH3:13])=[CH:9][C:10]([NH2:12])=[CH:11][C:6]=2[N:5]=[C:4]1[CH3:14].[I:15][C:16]1[CH:21]=[C:20](I)[N:19]=[CH:18][N:17]=1>C(O)CCC>[I:15][C:16]1[N:17]=[CH:18][N:19]=[C:20]([NH:12][C:10]2[CH:9]=[C:8]([CH3:13])[C:7]3[N:3]([CH3:2])[C:4]([CH3:14])=[N:5][C:6]=3[CH:11]=2)[CH:21]=1 |f:0.1|. The solvent is C(CCC)O (1-butanol). Run at time 1 hour. Reactants: COC(=O)C(C)Cc1ccccc1C(C)OCC1CN(C(C)(C)CC2Cc3ccccc3C2)C(=O)O1, [Li]CCCC, CCCCCC, CI, CC(C)NC(C)C, [Cl-], [NH4+], C1CCOC1. Product: COC(=O)C(C)(C)Cc1ccccc1C(C)OCC1CN(C(C)(C)CC2Cc3ccccc3C2)C(=O)O1. As a reaction SMILES: [CH2:19]1[CH:20]([CH2:28][C:29]([CH3:30])([CH3:31])[N:32]2[C:33](=[O:54])[O:34][CH:35]([CH2:37][O:38][CH:39]([CH3:40])[c:41]3[c:42]([CH2:47][CH:48]([C:49](=[O:50])[O:51][CH3:52])[CH3:53])[cH:43][cH:44][cH:45][cH:46]3)[CH2:36]2)[CH2:21][c:22]2[cH:23][cH:24][cH:25][cH:26][c:27]21.[CH2:8]([Li:9])[CH2:10][CH2:11][CH3:12].[CH3:13][CH2:14][CH2:15][CH2:16][CH2:17][CH3:18].[CH3:55][I:56].[CH:1]([NH:2][CH:3]([CH3:4])[CH3:5])([CH3:6])[CH3:7].[Cl-:57].[NH4+:58].[O:59]1[CH2:60][CH2:61][CH2:62][CH2:63]1>>[CH3:1][C:48]([CH2:47][c:42]1[c:41]([CH:39]([O:38][CH2:37][CH:35]2[O:34][C:33](=[O:54])[N:32]([C:29]([CH2:28][CH:20]3[CH2:19][c:27]4[c:22]([cH:23][cH:24][cH:25][cH:26]4)[CH2:21]3)([CH3:30])[CH3:31])[CH2:36]2)[CH3:40])[cH:46][cH:45][cH:44][cH:43]1)([C:49](=[O:50])[O:51][CH3:52])[CH3:53]. Reactants: CC(C)Oc1cccc(Br)c1, C1CCOC1, [Li]CCCC, CCCCCC, CN(C)C=O. The product is CC(C)Oc1cccc(C=O)c1. As a reaction SMILES: [Br:1][c:2]1[cH:3][c:4]([O:8][CH:9]([CH3:10])[CH3:11])[cH:5][cH:6][cH:7]1.[CH2:22]1[O:23][CH2:24][CH2:25][CH2:26]1.[CH3:12][CH2:13][CH2:14][CH2:15][Li:16].[CH3:27][CH2:28][CH2:29][CH2:30][CH2:31][CH3:32].[O:17]=[CH:18][N:19]([CH3:20])[CH3:21]>>[c:2]1([CH:18]=[O:17])[cH:3][c:4]([O:8][CH:9]([CH3:10])[CH3:11])[cH:5][cH:6][cH:7]1. Reactants: C1COCCN1, CCOC(C)=O, C[Al](C)C, ClCCl, COC(=O)CNc1nc(-c2ccc(F)cc2C)c2ccc(=O)n(-c3c(F)cccc3F)c2n1. Yields the product Cc1cc(F)ccc1-c1nc(NCC(=O)N2CCOCC2)nc2c1ccc(=O)n2-c1c(F)cccc1F. As a reaction SMILES: [CH2:1]1[CH2:2][O:3][CH2:4][CH2:5][NH:6]1.[CH3:47][CH2:48][O:49][C:50]([CH3:51])=[O:52].[CH3:7][Al:8]([CH3:9])[CH3:10].[Cl:44][CH2:45][Cl:46].[F:11][c:12]1[c:13](-[n:19]2[c:20](=[O:43])[cH:21][cH:22][c:23]3[c:24]2[n:25][c:26]([NH:37][CH2:38][C:39](=[O:40])[O:41][CH3:42])[n:27][c:28]3-[c:29]2[c:30]([CH3:36])[cH:31][c:32]([F:35])[cH:33][cH:34]2)[c:14]([F:18])[cH:15][cH:16][cH:17]1>>[CH2:1]1[CH2:2][O:3][CH2:4][CH2:5][N:6]1[C:39]([CH2:38][NH:37][c:26]1[n:25][c:24]2[n:19](-[c:13]3[c:12]([F:11])[cH:17][cH:16][cH:15][c:14]3[F:18])[c:20](=[O:43])[cH:21][cH:22][c:23]2[c:28](-[c:29]2[c:30]([CH3:36])[cH:31][c:32]([F:35])[cH:33][cH:34]2)[n:27]1)=[O:40].